From a dataset of the Open Reaction Database (ORD), a public repository of structured organic reaction records. describe an organic reaction: reactants, conditions, products, and yield Starting materials: ClC=1C=NC=2NC=3C=CC=C(CNC4=CC=CC(NC1N2)=C4)C3 (6-chloro-2,4,8,14,22-pentaazatetracyclo[14.3.1.1(3,7).1(9,13)]docosa-1(20),3(22),4,6,9(21),10,12,16,18-nonaene), C(CCC)(=O)Cl (butyryl chloride). Yields the product C(CCC)(=O)N1C2=CC=CC(NC3=C(C=NC(NC=4C=CC=C(C1)C4)=N3)Cl)=C2 (14-Butyryl-6-chloro-2,4,8,14,22-pentaazatetracyclo[14.3.1.1(3,7).1(9,13)]docosa-1(20),3(22),4,6,9(21),10,12,16,18-nonaene). Yield: 50.0%. As a reaction SMILES: [Cl:1][C:2]1[CH:3]=[N:4][C:5]2[NH:6][C:7]3[CH:8]=[CH:9][CH:10]=[C:11]([CH:23]=3)[CH2:12][NH:13][C:14]3[CH:22]=[C:18]([NH:19][C:20]=1[N:21]=2)[CH:17]=[CH:16][CH:15]=3.[C:24](Cl)(=[O:28])[CH2:25][CH2:26][CH3:27]>>[C:24]([N:13]1[CH2:12][C:11]2[CH:23]=[C:7]([CH:8]=[CH:9][CH:10]=2)[NH:6][C:5]2=[N:21][C:20](=[C:2]([Cl:1])[CH:3]=[N:4]2)[NH:19][C:18]2=[CH:22][C:14]1=[CH:15][CH:16]=[CH:17]2)(=[O:28])[CH2:25][CH2:26][CH3:27]. Procedure: The desired compound was prepared as a white powder according to the procedure of Example C22, step F, using 6-chloro-2,4,8,14,22-pentaazatetracyclo[14.3.1.1(3,7).1(9,13)]docosa-1(20),3(22),4,6,9(21),10,12,16,18-nonaene and butyryl chloride as the starting materials in 50% yield. LCMS for C21H21ClN5O (M+H)+: m/z=394.1. Reactants: COc1ccc(Cn2ncc3cc(-c4nn(C(C)C)cc4-c4ccnc(NCC(C)O)n4)cnc32)cc1, CO, ClCCl, O=C(O)C(F)(F)F. Product: CC(O)CNc1nccc(-c2cn(C(C)C)nc2-c2cnc3[nH]ncc3c2)n1. RXN SMILES: [CH3:1][O:2][c:3]1[cH:4][cH:5][c:6]([CH2:7][n:8]2[n:9][cH:10][c:11]3[c:12]2[n:13][cH:14][c:15](-[c:17]2[n:18][n:19]([CH:33]([CH3:34])[CH3:35])[cH:20][c:21]2-[c:22]2[n:23][c:24]([NH:28][CH2:29][CH:30]([CH3:31])[OH:32])[n:25][cH:26][cH:27]2)[cH:16]3)[cH:36][cH:37]1.[CH3:41][OH:42].[Cl:38][CH2:39][Cl:40].[F:43][C:44]([F:45])([F:46])[C:47]([OH:48])=[O:49]>>[nH:8]1[n:9][cH:10][c:11]2[c:12]1[n:13][cH:14][c:15](-[c:17]1[n:18][n:19]([CH:33]([CH3:34])[CH3:35])[cH:20][c:21]1-[c:22]1[n:23][c:24]([NH:28][CH2:29][CH:30]([CH3:31])[OH:32])[n:25][cH:26][cH:27]1)[cH:16]2. The reactants are ClC1=C2C=CC(=NC2=NC=C1)CCC (5-Chloro-2-propyl-[1,8]naphthyridine), solution, C(C)O (ethanol), NC1=C(C=CC(=C1)C)SC1=CC=C(C=C1)CO ([4-(2-Amino-4-methyl-phenylsulfanyl)-phenyl]-methanol). Product: CC1=CC(=C(C=C1)SC1=CC=C(C=C1)CO)NC1=CC=NC2=NC(=CC=C12)CCC ({4-[4-Methyl-2-(7-propyl-[1,8]naphthyridin-4-ylamino)-phenylsulfanyl]-phenyl}-methanol). Reaction SMILES: Cl[C:2]1[CH:11]=[CH:10][N:9]=[C:8]2[C:3]=1[CH:4]=[CH:5][C:6]([CH2:12][CH2:13][CH3:14])=[N:7]2.C(O)C.[NH2:18][C:19]1[CH:24]=[C:23]([CH3:25])[CH:22]=[CH:21][C:20]=1[S:26][C:27]1[CH:32]=[CH:31][C:30]([CH2:33][OH:34])=[CH:29][CH:28]=1>>[CH3:25][C:23]1[CH:22]=[CH:21][C:20]([S:26][C:27]2[CH:32]=[CH:31][C:30]([CH2:33][OH:34])=[CH:29][CH:28]=2)=[C:19]([NH:18][C:2]2[C:3]3[C:8](=[N:7][C:6]([CH2:12][CH2:13][CH3:14])=[CH:5][CH:4]=3)[N:9]=[CH:10][CH:11]=2)[CH:24]=1. Reported procedure: The product from Example 2g as a 3.15M solution in ethanol (0.08 mL, 0.25 mmol) was reacted with the product from Example 115b (0.061 g, 0.25 mmol) for 18.5 h following the procedure from Example 1g giving the crude title compound which was purified by HPLC with TFA providing the product as a trifluoroacetic acid salt (0.0195 g, 14%). 1H NMR (300 MHz, DMSO-d6) δ ppm: 0.98 (t, J=7.35 Hz, 3H) 1.75-1.93 (m, 2H) 2.31-2.42 (s, 3H) 2.91-3.08 (m, 2H) 4.42 (s, 2H) 6.30 (d, J=6.99 Hz, 1H) 7.11-7.42 (m, 7...